Dataset: the Open Reaction Database (ORD), a public repository of structured organic reaction records. Task: describe an organic reaction: reactants, conditions, products, and yield The reactants are C(OC1=CC(=C(C=C1)F)NC(=O)OC(C)(C)C)(OC(C)(C)C)=O (3-[(tert-butoxycarbonyl)amino]-4-fluorophenyl tert-butyl carbonate), C[O-].[Na+] (sodium methoxide). Run in CO (methanol). Run at temperature 40 celsius, time 15 hour. The product is FC1=C(C=C(C=C1)O)NC(OC(C)(C)C)=O (tert-butyl (2-fluoro-5-hydroxyphenyl)carbamate). The yield is 99.3%. Reaction SMILES: C(=O)(OC(C)(C)C)[O:2][C:3]1[CH:8]=[CH:7][C:6]([F:9])=[C:5]([NH:10][C:11]([O:13][C:14]([CH3:17])([CH3:16])[CH3:15])=[O:12])[CH:4]=1.C[O-].[Na+]>CO>[F:9][C:6]1[CH:7]=[CH:8][C:3]([OH:2])=[CH:4][C:5]=1[NH:10][C:11](=[O:12])[O:13][C:14]([CH3:16])([CH3:15])[CH3:17] |f:1.2|. Reported procedure: A mixture of 3-[(tert-butoxycarbonyl)amino]-4-fluorophenyl tert-butyl carbonate (33.1 g, 101 mmol), sodium methoxide (6.55 g, 121 mmol) and methanol (500 mL) was stirred at 40° C. for 15 hr. The reaction mixture was concentrated under reduced pressure, and ethyl acetate and water were added to the residue. The organic layer was separated, washed with water and saturated brine, dried over anhydrous magnesium sulfate and filtrated. The filtrate was concentrated under reduced pressure, and the resi... Starting materials: COc1ccc(N)cc1, CS(C)=O, CC(C)C(=O)[O-], Cc1cccc([N+](=O)[O-])c1F, [K+], O. Yields the product COc1ccc(Nc2c(C)cccc2[N+](=O)[O-])cc1. As a reaction SMILES: [CH3:12][O:13][c:14]1[cH:15][cH:16][c:17]([NH2:20])[cH:18][cH:19]1.[CH3:29][S:30]([CH3:31])=[O:32].[CH:21]([CH3:22])([CH3:23])[C:24]([O-:25])=[O:26].[F:1][c:2]1[c:3]([CH3:11])[cH:4][cH:5][cH:6][c:7]1[N+:8](=[O:9])[O-:10].[K+:27].[OH2:28]>>[c:2]1([NH:20][c:17]2[cH:16][cH:15][c:14]([O:13][CH3:12])[cH:19][cH:18]2)[c:3]([CH3:11])[cH:4][cH:5][cH:6][c:7]1[N+:8](=[O:9])[O-:10]. The reactants are C(C)(=O)OCC1=C(C=C(C=C1)C1=NC(=NN1C)C1=C(C=CC=C1F)Cl)Cl (5-(4-acetoxymethyl-3-chlorophenyl)-3(2-chloro-6-fluorophenyl)-1-methyl-1H-1,2,4-triazole), C(C)(=O)OCC (ethyl acetate), [OH-].[Na+] (sodium hydroxide). Solvent: C(C)O (ethanol), O (water). Yields the product ClC1=C(C(=CC=C1)F)C1=NN(C(=N1)C1=CC(=C(C=C1)CO)Cl)C (3-(2-chloro-6-fluorophenyl)-5-(3-chloro-4-hydroxymethylphenyl) 1-methyl-1H-1,2,4-triazole). The yield is 67.6%. As a reaction SMILES: C([O:4][CH2:5][C:6]1[CH:11]=[CH:10][C:9]([C:12]2[N:16]([CH3:17])[N:15]=[C:14]([C:18]3[C:23]([F:24])=[CH:22][CH:21]=[CH:20][C:19]=3[Cl:25])[N:13]=2)=[CH:8][C:7]=1[Cl:26])(=O)C.[OH-].[Na+].C(OCC)(=O)C>C(O)C.O>[Cl:25][C:19]1[CH:20]=[CH:21][CH:22]=[C:23]([F:24])[C:18]=1[C:14]1[N:13]=[C:12]([C:9]2[CH:10]=[CH:11][C:6]([CH2:5][OH:4])=[C:7]([Cl:26])[CH:8]=2)[N:16]([CH3:17])[N:15]=1 |f:1.2|. Procedure: 5-(4-acetoxymethyl-3-chlorophenyl)-3(2-chloro-6-fluorophenyl)-1-methyl-1H-1,2,4-triazole (11.1 g) is dissolved in a mixed solvent of ethanol (50 ml) and water (20 ml), added with sodium hydroxide (2.3 g) and heated under reflux for 1 hour with stirring. After cooling to room temperature, the reaction mixture is added with ethyl acetate and washed with water. Then, it is dried over anhydrous magnesium sulfate and concentrated under reduced pressure to obtain crude solid. The crude solid is washed... Starting materials: BrCC(C(=O)N1N(CCCC1C(=O)OC(C)(C)C)C(=O)OCC1=CC=CC=C1)CBr (1-benzyl 3-tert.butyl 2-(3-bromo-2-bromomethyl-propanoyl)-hexahydropyridazine-1,3-dicarboxylate), lime. Reagents/catalysts: [Pd] (palladium/charcoal). Solvent: C(C)(=O)O (acetic acid), CO (methanol). Product: BrCC1C(N2N(CCCC2C(=O)OC(C)(C)C)C1)=O (tert.butyl 2-bromomethyl-hexahydro-3-oxo-1H-pyrazolo[1,2-a]pyridazine-5-carboxylate). Yield: 15.5%. RXN SMILES: [Br:1][CH2:2][CH:3]([CH2:29]Br)[C:4]([N:6]1[CH:11]([C:12]([O:14][C:15]([CH3:18])([CH3:17])[CH3:16])=[O:13])[CH2:10][CH2:9][CH2:8][N:7]1C(OCC1C=CC=CC=1)=O)=[O:5]>C(O)(=O)C.CO.[Pd]>[Br:1][CH2:2][CH:3]1[CH2:29][N:7]2[CH2:8][CH2:9][CH2:10][CH:11]([C:12]([O:14][C:15]([CH3:16])([CH3:17])[CH3:18])=[O:13])[N:6]2[C:4]1=[O:5]. Procedure: 13.3 g of 1-benzyl 3-tert.butyl 2-(3-bromo-2-bromomethyl-propanoyl)-hexahydropyridazine-1,3-dicarboxylate in 122 ml of acetic acid and 122 ml of methanol was hydrogenated undera pressure of 1 atmosphere for 16 hours in the presence of 1.4 g of 10% palladium/charcoal, the hydrogenation being carried out under a soda-lime trap. The catalyst was removed by filtration, the filtrate was treated with 3.2 g of sodium acetate trihydrate and then evaporated. The residue was extracted with 300 ml of ethyl...